Task: describe an organic reaction: reactants, conditions, products, and yield. Dataset: the Open Reaction Database (ORD), a public repository of structured organic reaction records Starting materials: saturated aq. solution, [Cl-].[NH4+] (ammonium chloride), ClC1=CNC2=C(C=C(C(=C12)C(C1=NC2=C(N1COCC[Si](C)(C)C)C=CC(=C2)C#N)O)OC)C ((±)-2-((3-chloro-5-methoxy-7-methyl-1H-indol-4-yl)(hydroxy)methyl)-1-((2-(trimethylsilyl)ethoxy)methyl)-1H-benzo[d]imidazole-5-carbonitrile), ClC1=CNC2=C(C=C(C(=C12)C(C1=NC2=C(N1COCC[Si](C)(C)C)C=C(C=C2)C#N)O)OC)C ((±)-2-((3-chloro-5-methoxy-7-methyl-1H-indol-4-yl)(hydroxy)methyl)-1-((2-(trimethylsilyl)ethoxy)methyl)-1H-benzo[d]imidazole-6-carbonitrile), CCCC[N+](CCCC)(CCCC)CCCC.[F-] (TBAF), C(CN)N (ethylenediamine). The solvent is CCOC(=O)C (EtOAc), C1CCOC1 (THF). Run at temperature 60 celsius. Yields the product ClC1=CNC2=C(C=C(C(=C12)C(C1=NC2=C(N1)C=CC(=C2)C#N)O)OC)C ((±)-2-((3-Chloro-5-methoxy-7-methyl-1H-indol-4-yl)(hydroxy)methyl)-1H-benzo[d]imidazole-5-carbonitrile). Reaction SMILES: [Cl:1][C:2]1[C:10]2[C:5](=[C:6]([CH3:34])[CH:7]=[C:8]([O:32][CH3:33])[C:9]=2[CH:11]([OH:31])[C:12]2[N:16](COCC[Si](C)(C)C)[C:15]3[CH:25]=[CH:26][C:27]([C:29]#[N:30])=[CH:28][C:14]=3[N:13]=2)[NH:4][CH:3]=1.ClC1C2C(=C(C)C=C(OC)C=2C(O)C2N(COCC[Si](C)(C)C)C3C=C(C#N)C=CC=3N=2)NC=1.CCCC[N+](CCCC)(CCCC)CCCC.[F-].C(N)CN.[Cl-].[NH4+]>C1COCC1.CCOC(C)=O>[Cl:1][C:2]1[C:10]2[C:5](=[C:6]([CH3:34])[CH:7]=[C:8]([O:32][CH3:33])[C:9]=2[CH:11]([OH:31])[C:12]2[NH:16][C:15]3[CH:25]=[CH:26][C:27]([C:29]#[N:30])=[CH:28][C:14]=3[N:13]=2)[NH:4][CH:3]=1 |f:2.3,5.6|. Reported procedure: A mixture of (±)-2-((3-chloro-5-methoxy-7-methyl-1H-indol-4-yl)(hydroxy)methyl)-1-((2-(trimethylsilyl)ethoxy)methyl)-1H-benzo[d]imidazole-5-carbonitrile and (±)-2-((3-chloro-5-methoxy-7-methyl-1H-indol-4-yl)(hydroxy)methyl)-1-((2-(trimethylsilyl)ethoxy)methyl)-1H-benzo[d]imidazole-6-carbonitrile (0.2 g, 0.402 mmol) was dissolved in THF (4.02 mL) and treated with TBAF (1M in THF, 4.02 mL, 4.02 mmol) and ethylenediamine (0.272 mL, 4.02 mmol) and heated at 60° C. The reaction was cooled to room tem... Reactants: Clc1cc(OCc2ccccc2)ccn1, C1CCOC1, C[Si](C)(C)[N-][Si](C)(C)C, Cl, [Li+], O=C(C=Cc1ccccc1)C=Cc1ccccc1, O=C(C=Cc1ccccc1)C=Cc1ccccc1, O=C(C=Cc1ccccc1)C=Cc1ccccc1, [Pd], [Pd]. The product is Nc1cc(OCc2ccccc2)ccn1. Reaction SMILES: [CH2:1]([c:2]1[cH:3][cH:4][cH:5][cH:6][cH:7]1)[O:8][c:9]1[cH:10][c:11]([Cl:15])[n:12][cH:13][cH:14]1.[CH2:26]1[O:27][CH2:28][CH2:29][CH2:30]1.[CH3:17][Si:18]([N-:21][Si:19]([CH3:20])([CH3:22])[CH3:23])([CH3:24])[CH3:25].[ClH:31].[Li+:16].[O:34]=[C:35]([CH:36]=[CH:37][c:38]1[cH:39][cH:40][cH:41][cH:42][cH:43]1)[CH:44]=[CH:45][c:46]1[cH:47][cH:48][cH:49][cH:50][cH:51]1.[O:52]=[C:53]([CH:54]=[CH:55][c:56]1[cH:57][cH:58][cH:59][cH:60][cH:61]1)[CH:62]=[CH:63][c:64]1[cH:65][cH:66][cH:67][cH:68][cH:69]1.[O:70]=[C:71]([CH:72]=[CH:73][c:74]1[cH:75][cH:76][cH:77][cH:78][cH:79]1)[CH:80]=[CH:81][c:82]1[cH:83][cH:84][cH:85][cH:86][cH:87]1.[Pd:32].[Pd:33]>>[CH2:1]([c:2]1[cH:3][cH:4][cH:5][cH:6][cH:7]1)[O:8][c:9]1[cH:10][c:11]([NH2:21])[n:12][cH:13][cH:14]1.